From a dataset of the Open Reaction Database (ORD), a public repository of structured organic reaction records. describe an organic reaction: reactants, conditions, products, and yield Starting materials: C[Si](C)(C)C#N (Trimethylsilyl cyanide), N12CCC(C(CCC1)C2)=O (1-azabicyclo[3.3.1]nonan-4-one). The reagents and catalysts are [I-].[Zn+2].[I-] (zinc iodide). The solvent is ClCCl (dichloromethane). Run at temperature 0 celsius, time 8 hour. The product is NCC1(CCN2CCCC1C2)O (4-Aminomethyl-4-hydroxy-1-azabicyclo[3.3.1]nonane). RXN SMILES: C[Si]([C:5]#[N:6])(C)C.[N:7]12[CH2:15][CH:11]([CH2:12][CH2:13][CH2:14]1)[C:10](=[O:16])[CH2:9][CH2:8]2>ClCCl.[I-].[Zn+2].[I-]>[NH2:6][CH2:5][C:10]1([OH:16])[CH:11]2[CH2:15][N:7]([CH2:14][CH2:13][CH2:12]2)[CH2:8][CH2:9]1 |f:3.4.5|. Procedure details: Trimethylsilyl cyanide (3 ml) was added dropwise to a stirred solution of 1-azabicyclo[3.3.1]nonan-4-one (2.5 g) and zinc iodide (0.15 g) in dry dichloromethane (20 ml) and the resulting mixture was heated at reflux for 4 hours. The mixture was cooled and the solvent removed at reduced pressure; the residue was dissolved in dry tetrahydrofuran (20 ml) and cooled to 0° C. A solution of lithium aluminium hydride in tetrahydrofuran (18 ml of 1.0M soln) was then added and the resulting solution stir... Yield: 5.0%. The reactants are BrC=1SC(=C(C1C(CCl)=O)Cl)Cl (1-(2-Bromo-4,5-dichloro-thiophen-3-yl)-2-chloro-ethanone), M-CH2Cl, ClCC(=O)C1=CSC(=C1C)C(CCl)=O (2-Chloro-1-[5-(2-chloro-acetyl)-4-methyl-thiophen-3-yl]-ethanone), M-CH2Cl, CC1=CSC=C1 (3-methylthiophene), ClCC(=O)Cl (chloroacetyl chloride), ClCC(=O)C=1SC=C(C1)C (2-Chloro-1-(4-methyl-thiophen-2-yl)-ethanone). Run in CCCCCC.C(C)(=O)OCC (hexane ethyl acetate), C(C)#N.O (Acetonitrile H2O), C(C)#N.O (acetonitrile H2O). Yields the product ClCC(=O)C=1SC=CC1C (2-chloro-1-(3-methyl-thiophen-2-yl)-ethanone). Reported procedure: General procedure described for compounds 1 and 2 starting from 3-methylthiophene and chloroacetyl chloride. Three products were isolated by column chromatography column (hexane:ethyl acetate 3:1). Compound 16: yield 69%, m.p.: 155-156° C., 1H-NMR (CDCl3): δ8.2 (s, 1H, Ar), 4.54 (s, 2H, CH2), 4.52 (s, 2H, CH2), 2.8 (s , 3H, CH3); 13C-NMR (CDCl3): δ187.2 (CO), 185.1 (CO), 148.2 (C—CO), 139.1 (C—CO), 137.9 (CH), 48.1 (CH2), 47.3 (CH2), 16.0 (CH3); M/z (EI): 254, 252, 250 (M+, 1, 6, 9%), 203, 201 (... Reaction SMILES: BrC1SC(Cl)=C(Cl)C=1C(=O)CCl.CC1C=CSC=1.ClCC(Cl)=O.ClCC([C:28]1[C:32]([CH3:33])=[C:31]([C:34](=[O:37])[CH2:35][Cl:36])[S:30][CH:29]=1)=O.ClCC(C1SC=C(C)C=1)=O>C(#N)C.O.CCCCCC.C(OCC)(=O)C>[Cl:36][CH2:35][C:34]([C:31]1[S:30][CH:29]=[CH:28][C:32]=1[CH3:33])=[O:37] |f:5.6,7.8|. Reactants: C(C)(=O)NCC1=C(OCC(=O)N)C=CC(=C1)[N+](=O)[O-] (2-(N-acetylaminomethyl)-4-nitrophenoxyacetamide), C([O-])([O-])=O.[K+].[K+] (potassium carbonate), CN1C(CCC1)=O (N-methylpyrrolidone). The solvent is C(C)(=O)OCC (ethyl acetate). Run at temperature 100 celsius. Product: C(C)(=O)NCC1=C(N)C=CC(=C1)[N+](=O)[O-] (2-( N-acetylaminomethyl)-4-nitroaniline). RXN SMILES: [C:1]([NH:4][CH2:5][C:6]1[CH:16]=[C:15]([N+:17]([O-:19])=[O:18])[CH:14]=[CH:13][C:7]=1OCC(N)=O)(=[O:3])[CH3:2].C(=O)([O-])[O-].[K+].[K+].C[N:27]1CCCC1=O>C(OCC)(=O)C>[C:1]([NH:4][CH2:5][C:6]1[CH:16]=[C:15]([N+:17]([O-:19])=[O:18])[CH:14]=[CH:13][C:7]=1[NH2:27])(=[O:3])[CH3:2] |f:1.2.3|. Procedure: 120 g of the 2-(N-acetylaminomethyl)-4-nitrophenoxyacetamide made in step 1 are dissolved in 450 ml of N-methylpyrrolidone, mixed with 155 g of potassium carbonate and heated for 4.5 hours at 100° C. Subsequently the reaction mixture is cooled to room temperature, diluted with 840 ml of ethyl acetate, filtered and the solvent is evaporated in vacuum at 60 to 80° C. The remaining residue is crystallized by addition of ethanol. The product is filtered with suction, taken up in 250 ml ethanol and h... The reactants are FC(C(=O)O)(F)F.COC(C1=CC(=CC=C1)C(=S)NN)=O (3-hydrazinothiocarbonyl-benzoic acid methyl ester trifluoroacetate), Cl.C(C)OC(CCl)=N (2-chloro-acetimidic acid ethyl ester hydrochloride). Reaction conditions: temperature 80 celsius. The solvent is CCO (EtOH), CCOC(=O)C (AcOEt). The yield is 39.7%. Reaction SMILES: F[C:2](F)(F)[C:3](O)=[O:4].[CH3:8][O:9][C:10](=[O:21])[C:11]1[CH:16]=[CH:15][CH:14]=[C:13]([C:17]([NH:19][NH2:20])=[S:18])[CH:12]=1.Cl.C(OC(=N)CCl)C>CCO.CCOC(C)=O>[CH3:8][O:9][C:10](=[O:21])[C:11]1[CH:16]=[CH:15][CH:14]=[C:13]([C:17]2[S:18][C:2]([CH2:3][OH:4])=[N:20][N:19]=2)[CH:12]=1 |f:0.1,2.3|. Procedure details: A mixture of 3-hydrazinothiocarbonyl-benzoic acid methyl ester trifluoroacetate (0.49 g) and 2-chloro-acetimidic acid ethyl ester hydrochloride (0.47 g) in EtOH (6 mL) was heated to 80° C. for 2.5 h. The mixture was diluted with AcOEt and washed with 1N HCl and with brine. The organic layer was dried and evaporated. The residual oil (0.8 g) was dissolved in MeOH (5 mL), MeONa (0.08 g) was added and the solution was heated to 65° C. for 0.5 h. The mixture was diluted with AcOEt and washed with 1N... Yields the product COC(C1=CC(=CC=C1)C=1SC(=NN1)CO)=O (3-(5-hydroxymethyl-[1,3,4]thiadiazol-2-yl) -benzoic acid methyl ester). Starting materials: O (Water), ClC=1C(C(=C(C(C1Cl)=O)C#N)C#N)=O (2,3-dichloro-5,6-dicyano-1,4-benzoquinone), FC1=CC=CC=2C3=C(N(C12)C)CCN(C3)CC=3N=CNC3C (6-fluoro-2,3,4,5-tetrahydro-5-methyl-2-[(5-methyl-1H-imidazol-4-yl)methyl]-1Hpyrido[4,3-b]indole). The solvent is C1CCOC1 (THF), C1CCOC1 (THF). Reaction conditions: time 4 hour. The product is FC1=CC=CC=2C3=C(N(C12)C)CCN(C3=O)CC=3N=CNC3C (6-Fluoro-2,3,4,5-tetrahydro-5-methyl-2-[(5-methyl-1H-imidazol-4-yl)methyl]-1H-pyrido[4,3-b]indol-1-one). Yield: 20.5%. RXN SMILES: ClC1C(=O)C(C#N)=C(C#N)C(=[O:9])C=1Cl.[F:15][C:16]1[C:24]2[N:23]([CH3:25])[C:22]3[CH2:26][CH2:27][N:28]([CH2:30][C:31]4[N:32]=[CH:33][NH:34][C:35]=4[CH3:36])[CH2:29][C:21]=3[C:20]=2[CH:19]=[CH:18][CH:17]=1.O>C1COCC1>[F:15][C:16]1[C:24]2[N:23]([CH3:25])[C:22]3[CH2:26][CH2:27][N:28]([CH2:30][C:31]4[N:32]=[CH:33][NH:34][C:35]=4[CH3:36])[C:29](=[O:9])[C:21]=3[C:20]=2[CH:19]=[CH:18][CH:17]=1. Reported procedure: A solution of 2,3-dichloro-5,6-dicyano-1,4-benzoquinone (133 mg) in THF (4 ml) was added dropwise to a stirred solution of 6-fluoro-2,3,4,5-tetrahydro-5-methyl-2-[(5-methyl-1H-imidazol-4-yl)methyl]-1Hpyrido[4,3-b]indole (70 mg) in THF (12 ml) at -10° under nitrogen, and stirring was continued for 4 h. Water (20 ml) was then added, and the resulting solution was left to stand overnight. Excess THF was removed in vacuo, and the resultant aqueous solution was extracted with ethyl acetate (3×50 ml).... Reactants: BrC=1SC=CN1 (2-bromothiazole), N1CCOCC1 (morpholine). The solvent is O (water). Run at time 61 hour. Yields the product S1C(=NC=C1)N1CCOCC1 (4-thiazol-2-yl-morpholine). Isolated yield 75.3%. RXN SMILES: Br[C:2]1[S:3][CH:4]=[CH:5][N:6]=1.[NH:7]1[CH2:12][CH2:11][O:10][CH2:9][CH2:8]1>O>[S:3]1[CH:4]=[CH:5][N:6]=[C:2]1[N:7]1[CH2:12][CH2:11][O:10][CH2:9][CH2:8]1. Procedure: A solution of 2-bromothiazole (356 μL, 4.00 mmol) in morpholine (2.09 mL, 24.0 mmol) was warmed at 100° C. in a sealed tube. After 61 hours, the mixture was cooled to room temperature, diluted with 20 mL of water, and extracted with three 30 mL portions of diethyl ether. The combined organic layers were washed with five 30 mL portions of water, 30 mL of brine, dried over magnesium sulfate, filtered, and concentrated in vacuo. The residue was chromatographed over SiO2 (20-100% ethyl acetate in he... The reactants are BrCCCBr (1,3-dibromopropane), N1N=CC=C1 (pyrazole), [H-].[Na+] (sodium hydride), ClC1=CC=C(C=C1)N(C(C)=O)[C@@H]1C[C@@H](N(C2=CC=CC=C12)C(C1=CC=C(C=C1)O)=O)C ((2S,4R)-N-(4-Chloro-phenyl)-N-[1-(4-hydroxy-benzoyl)-2-methyl-1,2,3,4-tetrahydro-quinolin-4-yl]-acetamide), BrCCCN1N=CC=C1 (1-(3-bromopropyl)-pyrazole), C(=O)([O-])[O-].[K+].[K+] (K2CO3). The solvent is O1CCCC1 (tetrahydrofuran), CN(C)C=O (DMF). Reaction conditions: temperature 70 celsius, time 3 hour. Yields the product ClC1=CC=C(C=C1)N(C(C)=O)[C@@H]1C[C@@H](N(C2=CC=CC=C12)C(C1=CC=C(C=C1)OCCCN1N=CC=C1)=O)C ((2S,4R)-N-(4-Chloro-phenyl)-N-{2-methyl-1-[4-(3-pyrazol-1-yl-propoxy)-benzoyl]-1,2,3,4-tetrahydro-quinolin-4-yl}-acetamide). Reaction SMILES: [Cl:1][C:2]1[CH:7]=[CH:6][C:5]([N:8]([C@H:12]2[C:21]3[C:16](=[CH:17][CH:18]=[CH:19][CH:20]=3)[N:15]([C:22](=[O:30])[C:23]3[CH:28]=[CH:27][C:26]([OH:29])=[CH:25][CH:24]=3)[C@@H:14]([CH3:31])[CH2:13]2)[C:9](=[O:11])[CH3:10])=[CH:4][CH:3]=1.C([O-])([O-])=O.[K+].[K+].Br[CH2:39][CH2:40][CH2:41][N:42]1[CH:46]=[CH:45][CH:44]=[N:43]1.BrCCCBr.N1C=CC=N1.[H-].[Na+]>CN(C=O)C.O1CCCC1>[Cl:1][C:2]1[CH:3]=[CH:4][C:5]([N:8]([C@H:12]2[C:21]3[C:16](=[CH:17][CH:18]=[CH:19][CH:20]=3)[N:15]([C:22](=[O:30])[C:23]3[CH:24]=[CH:25][C:26]([O:29][CH2:39][CH2:40][CH2:41][N:42]4[CH:46]=[CH:45][CH:44]=[N:43]4)=[CH:27][CH:28]=3)[C@@H:14]([CH3:31])[CH2:13]2)[C:9](=[O:11])[CH3:10])=[CH:6][CH:7]=1 |f:1.2.3,7.8|. Procedure details: (2S,4R)-N-(4-Chloro-phenyl)-N-[1-(4-hydroxy-benzoyl)-2-methyl-1,2,3,4-tetrahydro-quinolin-4-yl]-acetamide (75 mg, 0.17 mmol) was dissolved in DMF (1 mL) at room temperature. K2CO3 (47 mg, 0.34 mmol) was added followed by 1-(3-bromopropyl)-pyrazole (64 mg, 0.34 mmol) (prepared from the reaction of 1,3-dibromopropane and pyrazole with sodium hydride in tetrahydrofuran). The reaction was allowed to stir at 70° C. for 3 hrs. The reaction mixture was concentrated in vacuo. The residue was partitioned... The reactants are COC(=O)c1cc(I)c(O)c(C(C)(C)C)c1, CSSC, CN(C)C=O, Br[Ni]Br, [Zn], c1ccc(-c2ccccn2)nc1. The product is COC(=O)c1cc(SC)c(O)c(C(C)(C)C)c1. RXN SMILES: [C:1]([CH3:2])([CH3:3])([CH3:4])[c:5]1[cH:6][c:7]([C:8](=[O:9])[O:10][CH3:11])[cH:12][c:13]([I:16])[c:14]1[OH:15].[CH3:29][S:30][S:31][CH3:32].[CH3:33][N:34]([CH3:35])[CH:36]=[O:37].[Ni:39]([Br:40])[Br:41].[Zn:38].[n:17]1[cH:18][cH:19][cH:20][cH:21][c:22]1-[c:23]1[cH:24][cH:25][cH:26][cH:27][n:28]1>>[C:1]([CH3:2])([CH3:3])([CH3:4])[c:5]1[cH:6][c:7]([C:8](=[O:9])[O:10][CH3:11])[cH:12][c:13]([S:30][CH3:29])[c:14]1[OH:15]. Yields the product S1C2=C(C=C1)C(C1=CC=CC=C1C2=O)=O (Naphtho[2,3-b]thiophene-4,9-dione). Procedure details: 2-(thiophene-2-carbonyl)benzoic acid (1, 14.0 g, 60.3 mmol, 1.0 equiv.), nitrobenzene (400 mL), and phosphorus pentachloride (18.8 g, 90.4 mmol. 1.5 equiv.) were added to a schlenk flask. Aluminum chloride was then added (12.1 g, 90.4 mmol, 1.5 equiv.), and the reaction was stirred for 1 hour at room temperature followed by 4 hours at 140° C. The solvent was distilled off under vacuum, and the black residue was sonicated in dichloromethane (500 mL) and filtered through CELITE®. The filtrate was ... Yield: 49.9%. Reaction SMILES: [S:1]1[CH:5]=[CH:4][CH:3]=[C:2]1[C:6]([C:8]1[CH:16]=[CH:15][CH:14]=[CH:13][C:9]=1[C:10]([OH:12])=O)=[O:7].P(Cl)(Cl)(Cl)(Cl)Cl.[Cl-].[Al+3].[Cl-].[Cl-]>[N+](C1C=CC=CC=1)([O-])=O>[S:1]1[CH:5]=[CH:4][C:3]2[C:10](=[O:12])[C:9]3[C:8]([C:6](=[O:7])[C:2]1=2)=[CH:16][CH:15]=[CH:14][CH:13]=3 |f:2.3.4.5|. Conditions: time 1 hour. The solvent is [N+](=O)([O-])C1=CC=CC=C1 (nitrobenzene). Reactants: S1C(=CC=C1)C(=O)C1=C(C(=O)O)C=CC=C1 (2-(Thiophene-2-carbonyl)benzoic acid), P(Cl)(Cl)(Cl)(Cl)Cl (phosphorus pentachloride), [Cl-].[Al+3].[Cl-].[Cl-] (Aluminum chloride).